This data is from the Open Reaction Database (ORD), a public repository of structured organic reaction records. The task is: describe an organic reaction: reactants, conditions, products, and yield The product is CCOC(=O)CNC(=O)Nc1ccc(F)cc1F. Starting materials: CCOC(=O)CN, Cl, O=C(Nc1ccc(F)cc1F)Oc1ccccc1, c1ccncc1. Reaction SMILES: [CH2:20]([CH3:21])[O:22][C:23]([CH2:24][NH2:25])=[O:26].[ClH:19].[F:1][c:2]1[c:3]([NH:9][C:10]([O:11][c:12]2[cH:13][cH:14][cH:15][cH:16][cH:17]2)=[O:18])[cH:4][cH:5][c:6]([F:8])[cH:7]1.[cH:27]1[cH:28][cH:29][n:30][cH:31][cH:32]1>>[F:1][c:2]1[c:3]([NH:9][C:10](=[O:18])[NH:25][CH2:24][C:23]([O:22][CH2:20][CH3:21])=[O:26])[cH:4][cH:5][c:6]([F:8])[cH:7]1. Reactants: FC1=C(C=CC=C1C)C(=O)C1=CC=C(C=C1)OC ((2-fluoro-3-methylphenyl)-(4-methoxy-phenyl)-methanone), O.NN (hydrazine hydrate). The reagents and catalysts are CN(C)C=1C=CN=CC1 (DMAP). Run in N1=CC=CC=C1 (pyridine). The product is COC1=CC=C(C=C1)C1=NNC2=C(C=CC=C12)C (3-(4-METHOXYPHENYL)-7-METHYL-1H-INDAZOLE). Isolated yield 48.5%. RXN SMILES: F[C:2]1[C:7]([CH3:8])=[CH:6][CH:5]=[CH:4][C:3]=1[C:9]([C:11]1[CH:16]=[CH:15][C:14]([O:17][CH3:18])=[CH:13][CH:12]=1)=O.O.[NH2:20][NH2:21]>CN(C1C=CN=CC=1)C.N1C=CC=CC=1>[CH3:18][O:17][C:14]1[CH:15]=[CH:16][C:11]([C:9]2[C:3]3[C:2](=[C:7]([CH3:8])[CH:6]=[CH:5][CH:4]=3)[NH:21][N:20]=2)=[CH:12][CH:13]=1 |f:1.2|. Reported procedure: A solution of (2-fluoro-3-methylphenyl)-(4-methoxy-phenyl)-methanone (3.6 g, 14.7 mmol), hydrazine hydrate (4.3 mL, 140 mmol) and DMAP (1.8 g, 14.7 mmol) in pyridine was heated at 100 C for 24-48 hrs. The cooled reaction mixture was partitioned with EtOAc and 1 N HCl. The organic phase was washed with brine and dried (Na2SO4). The resulting residue was purified by flash chromatography to give the product (1.7 g) as a yellow solid. Starting materials: 52, BrC(C)C (2-bromopropane), N1CCC(CC1)NC=1C=NC=CC1 (N-(4-piperidinyl)-3-pyridinamine), C([O-])([O-])=O.[Na+].[Na+] (sodium carbonate), [I-].[K+] (potassium iodide). Solvent: CC(CC(C)=O)C (4-methyl-2-pentanone). Product: CC(C)N1CCC(CC1)NC=1C=NC=CC1 (N-[1-(1-methylethyl)-4-piperidinyl]-3-pyridinamine). Reaction SMILES: Br[CH:2]([CH3:4])[CH3:3].[NH:5]1[CH2:10][CH2:9][CH:8]([NH:11][C:12]2[CH:13]=[N:14][CH:15]=[CH:16][CH:17]=2)[CH2:7][CH2:6]1.C(=O)([O-])[O-].[Na+].[Na+].[I-].[K+]>CC(C)CC(=O)C>[CH3:3][CH:2]([N:5]1[CH2:10][CH2:9][CH:8]([NH:11][C:12]2[CH:13]=[N:14][CH:15]=[CH:16][CH:17]=2)[CH2:7][CH2:6]1)[CH3:4] |f:2.3.4,5.6|. Procedure: A mixture of 52 parts of 2-bromopropane, 19 parts of N-(4-piperidinyl)-3-pyridinamine, 33.3 parts of sodium carbonate, 3 parts of potassium iodide and 720 parts of 4-methyl-2-pentanone is stirred and refluxed for 24 hours. The reaction mixture is cooled and filtered. The filtrate is evaporated. The residue is purified by column-chromatography over silica gel using methanol as eluent. The pure fractions are collected and the eluent is evaporated. The residue is crystallized from 2,2'-oxybispropan... Starting materials: O=C([O-])[O-], C1COCCO1, CCOC(C)=O, O=Cc1ccc(B(O)O)cc1, FC(F)(F)Oc1ccc(N2CCC(Cl)=N2)cc1, [Na+], [Na+], Cl[Pd]Cl, c1ccc(P(c2ccccc2)c2ccccc2)cc1, c1ccc(P(c2ccccc2)c2ccccc2)cc1. Product: O=Cc1ccc(C2=NN(c3ccc(OC(F)(F)F)cc3)CC2)cc1. As a reaction SMILES: [C:29](=[O:30])([O-:31])[O-:32].[CH2:35]1[O:36][CH2:37][CH2:38][O:39][CH2:40]1.[CH3:41][CH2:42][O:43][C:44]([CH3:45])=[O:46].[CH:18](=[O:19])[c:20]1[cH:21][cH:22][c:23]([B:26]([OH:27])[OH:28])[cH:24][cH:25]1.[Cl:1][C:2]1=[N:3][N:4]([c:7]2[cH:8][cH:9][c:10]([O:13][C:14]([F:15])([F:16])[F:17])[cH:11][cH:12]2)[CH2:5][CH2:6]1.[Na+:33].[Na+:34].[Pd:47]([Cl:48])[Cl:49].[c:50]1([P:51]([c:52]2[cH:53][cH:54][cH:55][cH:56][cH:57]2)[c:58]2[cH:59][cH:60][cH:61][cH:62][cH:63]2)[cH:64][cH:65][cH:66][cH:67][cH:68]1.[c:69]1([P:70]([c:71]2[cH:72][cH:73][cH:74][cH:75][cH:76]2)[c:77]2[cH:78][cH:79][cH:80][cH:81][cH:82]2)[cH:83][cH:84][cH:85][cH:86][cH:87]1>>[C:2]1([c:23]2[cH:22][cH:21][c:20]([CH:18]=[O:19])[cH:25][cH:24]2)=[N:3][N:4]([c:7]2[cH:8][cH:9][c:10]([O:13][C:14]([F:15])([F:16])[F:17])[cH:11][cH:12]2)[CH2:5][CH2:6]1.